The task is: describe an organic reaction: reactants, conditions, products, and yield. This data is from the Open Reaction Database (ORD), a public repository of structured organic reaction records. Starting materials: Nc1cc(-c2ncc(C(F)(F)F)cc2Cl)ccc1O, CC(C)Nc1ccc(-c2ncc(C(F)(F)F)cc2Cl)cc1[N+](=O)[O-], [Fe]. The product is CC(C)Nc1ccc(-c2ncc(C(F)(F)F)cc2Cl)cc1N. As a reaction SMILES: [Cl:1][c:2]1[c:3](-[c:4]2[cH:5][cH:6][c:7]([OH:8])[c:9]([NH2:10])[cH:11]2)[n:12][cH:13][c:14]([C:15]([F:16])([F:17])[F:18])[cH:19]1.[Cl:20][c:21]1[c:22](-[c:31]2[cH:32][c:33]([N+:41]([O-:42])=[O:43])[c:34]([NH:37][CH:38]([CH3:39])[CH3:40])[cH:35][cH:36]2)[n:23][cH:24][c:25]([C:27]([F:28])([F:29])[F:30])[cH:26]1.[Fe:44]>>[Cl:20][c:21]1[c:22](-[c:31]2[cH:32][c:33]([NH2:41])[c:34]([NH:37][CH:38]([CH3:39])[CH3:40])[cH:35][cH:36]2)[n:23][cH:24][c:25]([C:27]([F:28])([F:29])[F:30])[cH:26]1. Starting materials: C(CCC)N (butylamine), O1CCOCC1 (dioxane), O (water), C12(CC3CC(CC(C1)C3)C2)NS(=O)(=O)C=2C=C(C3=C(OCCO3)C2)C(=O)O (7-[(1-adamantyl)-sulfamoyl]-1,4-benzodioxane-5-carboxylic acid). The solvent is C(C)N(CC)CC (triethylamine). The product is C(CCC)NC(=O)C1=CC(=CC=2OCCOC21)S(NC21CC3CC(CC(C2)C3)C1)(=O)=O (N-(butyl)-7-[(1-adamantyl)sulfamoyl]-1,4-benzodioxane-5-carboxamide). Yield: 46.5%. As a reaction SMILES: O1CCOCC1.O.[C:8]12([NH:18][S:19]([C:22]3[CH:23]=[C:24]([C:32](O)=[O:33])[C:25]4[O:30][CH2:29][CH2:28][O:27][C:26]=4[CH:31]=3)(=[O:21])=[O:20])[CH2:17][CH:12]3[CH2:13][CH:14]([CH2:16][CH:10]([CH2:11]3)[CH2:9]1)[CH2:15]2.[CH2:35]([NH2:39])[CH2:36][CH2:37][CH3:38]>C(N(CC)CC)C>[CH2:35]([NH:39][C:32]([C:24]1[C:25]2[O:30][CH2:29][CH2:28][O:27][C:26]=2[CH:31]=[C:22]([S:19](=[O:21])(=[O:20])[NH:18][C:8]23[CH2:15][CH:14]4[CH2:13][CH:12]([CH2:11][CH:10]([CH2:16]4)[CH2:9]2)[CH2:17]3)[CH:23]=1)=[O:33])[CH2:36][CH2:37][CH3:38]. Procedure: 500 ml of dioxane, 50 ml of water, 49 g of 7-[(1-adamantyl)-sulfamoyl]-1,4-benzodioxane-5-carboxylic acid and 12.5 g of triethylamine were introduced into a 2-liter balloon flask provided with an agitator and a thermometer. The solution was agitated at ambient temperature and then 17 g of isobutyl chloroformiate was added. The mixture was agitated and then 10 g of butylamine was introduced. After agitation of the mixture dioxane was removed. The residue was dissolved in 200 ml of hot water. The ... Reactants: FC(C=1C=C(C=C(C1)C(F)(F)F)CN(C(=O)N1[C@H](C[C@]2(CC[C@H](N2)C(=O)OC)CC1)C1=C(C=C(C=C1)F)C)C)(F)F (methyl(2S,5S,7R)-8-{[{[3,5-bis(trifluoromethyl)phenyl]methyl}(methyl)amino]carbonyl}-7-(4-fluoro-2-methylphenyl)-1,8-diazaspiro[4.5]decane-2-carboxylate), FC(C=1C=C(C=C(C1)C(F)(F)F)CN(C(=O)N1[C@H](C[C@]2(CC[C@H](N2)C(=O)OC)CC1)C1=C(C=C(C=C1)F)C)C)(F)F (methyl(2S,5S,7R)-8-{[{[3,5-bis(trifluoromethyl)phenyl]methyl}(methyl)amino]carbonyl}-7-(4-fluoro-2-methylphenyl)-1,8-diazaspiro[4.5]decane-2-carboxylate), N (ammonia). The product is FC(C=1C=C(C=C(C1)C(F)(F)F)CN(C(=O)N1[C@H](C[C@]2(CC[C@H](N2)C(=O)N)CC1)C1=C(C=C(C=C1)F)C)C)(F)F ((2S,5S,7R)—N8-{[3,5-bis(trifluoromethyl)phenyl]methyl}-7-(4-fluoro-2-methylphenyl)-N8-methyl-1,8-diazaspiro[4.5]decane-2,8-dicarboxamide). Isolated yield 94.9%. As a reaction SMILES: [F:1][C:2]([F:41])([F:40])[C:3]1[CH:4]=[C:5]([CH2:13][N:14]([CH3:39])[C:15]([N:17]2[CH2:30][CH2:29][C@:20]3([NH:24][C@H:23]([C:25]([O:27]C)=O)[CH2:22][CH2:21]3)[CH2:19][C@@H:18]2[C:31]2[CH:36]=[CH:35][C:34]([F:37])=[CH:33][C:32]=2[CH3:38])=[O:16])[CH:6]=[C:7]([C:9]([F:12])([F:11])[F:10])[CH:8]=1.[NH3:42]>>[F:1][C:2]([F:40])([F:41])[C:3]1[CH:4]=[C:5]([CH2:13][N:14]([CH3:39])[C:15]([N:17]2[CH2:30][CH2:29][C@:20]3([NH:24][C@H:23]([C:25]([NH2:42])=[O:27])[CH2:22][CH2:21]3)[CH2:19][C@@H:18]2[C:31]2[CH:36]=[CH:35][C:34]([F:37])=[CH:33][C:32]=2[CH3:38])=[O:16])[CH:6]=[C:7]([C:9]([F:12])([F:11])[F:10])[CH:8]=1. Procedure details: In a sealed tube a solution of methyl(2S,5S,7R)-8-{[{[3,5-bis(trifluoromethyl)phenyl]methyl}(methyl)amino]carbonyl}-7-(4-fluoro-2-methylphenyl)-1,8-diazaspiro[4.5]decane-2-carboxylate (Intermediate 23, 80 mg, 0.136 mmol) in 7 M methanolic ammonia (5 ml, 35.0 mmol) was shaken overnight. The solvent was evaporated to dryness and the crude was purified by flash-chromatography (Si cartridge 5 g; from 1:0 to 95:5 DCM/MeOH) to give the title compound (74.4 mg, 0.129 mmol, 95% yield) as a white solid. ... Reactants: BrC1=C2C=CNC2=CC=C1 (4-bromo-1H-indole), CC1(OB(OC1(C)C)C=1C=C2C=CC(=CC2=CC1)NC(=O)C1=CSC=C1)C (N-(6-(4,4,5,5-tetramethyl-1,3,2-dioxaborolan-2-yl)naphthalen-2-yl)thiophene-3-carboxamide), C(=O)([O-])[O-].[K+].[K+] (K2CO3), O1CCOCC1 (1,4-dioxane). Reagents/catalysts: [Pd] (palladium). Run in O (water). Reaction conditions: time 20 minute. The product is N1C=CC2=C(C=CC=C12)C=1C=C2C=CC(=CC2=CC1)NC(=O)C1=CSC=C1 (N-(6-(1H-indol-4-yl)naphthalen-2-yl)thiophene-3-carboxamide). Isolated yield 22.0%. Reaction SMILES: Br[C:2]1[CH:10]=[CH:9][CH:8]=[C:7]2[C:3]=1[CH:4]=[CH:5][NH:6]2.CC1(C)C(C)(C)OB([C:19]2[CH:20]=[C:21]3[C:26](=[CH:27][CH:28]=2)[CH:25]=[C:24]([NH:29][C:30]([C:32]2[CH:36]=[CH:35][S:34][CH:33]=2)=[O:31])[CH:23]=[CH:22]3)O1.C([O-])([O-])=O.[K+].[K+].O1CCOCC1>[Pd].O>[NH:6]1[C:7]2[C:3](=[C:2]([C:19]3[CH:20]=[C:21]4[C:26](=[CH:27][CH:28]=3)[CH:25]=[C:24]([NH:29][C:30]([C:32]3[CH:36]=[CH:35][S:34][CH:33]=3)=[O:31])[CH:23]=[CH:22]4)[CH:10]=[CH:9][CH:8]=2)[CH:4]=[CH:5]1 |f:2.3.4|. Reported procedure: 4-bromo-1H-indole (31.0 mg, 0.158 mmol), N-(6-(4,4,5,5-tetramethyl-1,3,2-dioxaborolan-2-yl)naphthalen-2-yl)thiophene-3-carboxamide (114.5 mg, 0.302 mmol), Fibercat palladium catalyst (Johnson-Matthey, 34.5 mg), and K2CO3 (2 M in water, 0.45 ml, 0.90 mmol) were combined in a microwave reaction vessel and 1,4-dioxane (1.5 ml) was added. The reaction tube was sealed and heated in the microwave (CEM microwave) at 60 Watts and 80 C, first for 10 minutes, and then for 20 minutes. The reaction was cool... Starting materials: Cl (Hydrogen chloride), C1(CCC1)OC1=C2CC[C@@H](N(C2=CC=C1C=1N(C(=CN1)C1CCN(CC1)C(=O)OC(C)(C)C)COCC[Si](C)(C)C)C(=O)C1CC1)C (tert-butyl 4-(2-((S)-5-cyclobutoxy-1-(cyclopropanecarbonyl)-2-methyl-1,2,3,4-tetrahydroquinolin-6-yl)-1-((2-(trimethylsilyl)ethoxy)methyl)-1H-imidazol-5-yl)piperidine-1-carboxylate). The solvent is ClCCl (dichloromethane), O1CCCC1 (tetrahydrofuran). Run at time 1.5 hour. Yields the product C1(CCC1)OC1=C2CC[C@@H](N(C2=CC=C1C=1NC(=CN1)C1CCNCC1)C(=O)C1CC1)C ((S)-(5-cyclobutoxy-2-methyl-6-(5-(piperidin-4-yl)-1H-imidazol-2-yl)-3,4-dihydroquinolin-1(2H)-yl)(cyclopropyl)methanone). Reaction SMILES: Cl.[CH:2]1([O:6][C:7]2[C:16]([C:17]3[N:18](COCC[Si](C)(C)C)[C:19]([CH:22]4[CH2:27][CH2:26][N:25](C(OC(C)(C)C)=O)[CH2:24][CH2:23]4)=[CH:20][N:21]=3)=[CH:15][CH:14]=[C:13]3[C:8]=2[CH2:9][CH2:10][C@H:11]([CH3:48])[N:12]3[C:43]([CH:45]2[CH2:47][CH2:46]2)=[O:44])[CH2:5][CH2:4][CH2:3]1>ClCCl.O1CCCC1>[CH:2]1([O:6][C:7]2[C:16]([C:17]3[NH:18][C:19]([CH:22]4[CH2:23][CH2:24][NH:25][CH2:26][CH2:27]4)=[CH:20][N:21]=3)=[CH:15][CH:14]=[C:13]3[C:8]=2[CH2:9][CH2:10][C@H:11]([CH3:48])[N:12]3[C:43]([CH:45]2[CH2:47][CH2:46]2)=[O:44])[CH2:5][CH2:4][CH2:3]1. Reported procedure: Hydrogen chloride (gas) was bubbled into a solution of tert-butyl 4-(2-((S)-5-cyclobutoxy-1-(cyclopropanecarbonyl)-2-methyl-1,2,3,4-tetrahydroquinolin-6-yl)-1-((2-(trimethylsilyl)ethoxy)methyl)-1H-imidazol-5-yl)piperidine-1-carboxylate (0.094 g, 0.14 mmol) in dichloromethane (4 mL) and tetrahydrofuran (1 mL), and the resulting solution stirred for 1.5 h at room temperature. The reaction mixture was concentrated under vacuum, and the residue was dissolved in methanol (5 mL). The pH of the solutio... Starting materials: Cc1cc(C(=O)Nc2ccc(OCc3ccccc3)cc2)n[nH]1, O=C(Nc1ccc(O)cc1)c1ccccn1. Yields the product Cc1cc(C(=O)Nc2ccc(O)cc2)n[nH]1. RXN SMILES: [CH2:1]([c:2]1[cH:3][cH:4][cH:5][cH:6][cH:7]1)[O:8][c:9]1[cH:10][cH:11][c:12]([NH:15][C:16](=[O:17])[c:18]2[n:19][nH:20][c:21]([CH3:23])[cH:22]2)[cH:13][cH:14]1.[OH:24][c:25]1[cH:26][cH:27][c:28]([NH:29][C:30]([c:31]2[cH:32][cH:33][cH:34][cH:35][n:36]2)=[O:37])[cH:38][cH:39]1>>[OH:8][c:9]1[cH:10][cH:11][c:12]([NH:15][C:16](=[O:17])[c:18]2[n:19][nH:20][c:21]([CH3:23])[cH:22]2)[cH:13][cH:14]1. Reactants: Brc1cccs1, Cc1ccc(Br)c(F)c1, C1CCOC1, [Mg], c1ccc(P(c2ccccc2)(c2ccccc2)[Pd](P(c2ccccc2)(c2ccccc2)c2ccccc2)(P(c2ccccc2)(c2ccccc2)c2ccccc2)P(c2ccccc2)(c2ccccc2)c2ccccc2)cc1. Yields the product Cc1ccc(-c2cccs2)c(F)c1. RXN SMILES: [Br:2][c:3]1[s:4][cH:5][cH:6][cH:7]1.[Br:8][c:9]1[c:10]([F:16])[cH:11][c:12]([CH3:15])[cH:13][cH:14]1.[CH2:17]1[O:18][CH2:19][CH2:20][CH2:21]1.[Mg:1].[cH:22]1[cH:23][cH:24][c:25]([P:26]([Pd:27]([P:28]([c:29]2[cH:30][cH:31][cH:32][cH:33][cH:34]2)([c:35]2[cH:36][cH:37][cH:38][cH:39][cH:40]2)[c:41]2[cH:42][cH:43][cH:44][cH:45][cH:46]2)([P:47]([c:48]2[cH:49][cH:50][cH:51][cH:52][cH:53]2)([c:54]2[cH:55][cH:56][cH:57][cH:58][cH:59]2)[c:60]2[cH:61][cH:62][cH:63][cH:64][cH:65]2)[P:66]([c:67]2[cH:68][cH:69][cH:70][cH:71][cH:72]2)([c:73]2[cH:74][cH:75][cH:76][cH:77][cH:78]2)[c:79]2[cH:80][cH:81][cH:82][cH:83][cH:84]2)([c:85]2[cH:86][cH:87][cH:88][cH:89][cH:90]2)[c:91]2[cH:92][cH:93][cH:94][cH:95][cH:96]2)[cH:97][cH:98]1>>[c:3]1(-[c:9]2[c:10]([F:16])[cH:11][c:12]([CH3:15])[cH:13][cH:14]2)[s:4][cH:5][cH:6][cH:7]1.